From a dataset of the Open Reaction Database (ORD), a public repository of structured organic reaction records. describe an organic reaction: reactants, conditions, products, and yield Starting materials: ClC=1C=C(C=CC1)NC1(CCN(CC1)C1CC2=CC=CC3=CC=CC1=C23)C#N ((RS)-4-(3-chloro-phenylamino)-1-(acenaphthen-1-yl)-piperidine-4-carbonitrile), C(\C=C\C(=O)O)(=O)O (fumaric acid). Solvent: C(C)OCC (diethyl ether). The product is C(\C=C\C(=O)O)(=O)O.C1(CC2=CC=CC3=CC=CC1=C23)N2CCC3(CC(N3C3=CC(=CC=C3)Cl)=O)CC2 ((RS)-7-Acenaphthen-1-yl-1-(3-chloro-phenyl)-1,7-diaza-spiro[3.5]nonan-2-one fumarate). As a reaction SMILES: [Cl:1][C:2]1[CH:3]=[C:4]([NH:8][C:9]2([C:27]#N)[CH2:14][CH2:13][N:12]([CH:15]3[C:25]4=[C:26]5[C:21](=[CH:22][CH:23]=[CH:24]4)[CH:20]=[CH:19][CH:18]=[C:17]5[CH2:16]3)[CH2:11][CH2:10]2)[CH:5]=[CH:6][CH:7]=1.[C:29]([OH:36])(=[O:35])/[CH:30]=[CH:31]/[C:32]([OH:34])=[O:33]>C(OCC)C>[C:29]([OH:36])(=[O:35])/[CH:30]=[CH:31]/[C:32]([OH:34])=[O:33].[CH:15]1([N:12]2[CH2:11][CH2:10][C:9]3([N:8]([C:4]4[CH:5]=[CH:6][CH:7]=[C:2]([Cl:1])[CH:3]=4)[C:32](=[O:33])[CH2:27]3)[CH2:14][CH2:13]2)[C:25]2=[C:26]3[C:21](=[CH:22][CH:23]=[CH:24]2)[CH:20]=[CH:19][CH:18]=[C:17]3[CH2:16]1 |f:3.4|. Procedure: Reaction of (RS)-4-(3-chloro-phenylamino)-1-(acenaphthen-1-yl)-piperidine-4-carbonitrile in accordance with the general method of example 1 and treatment of the base with fumaric acid in diethyl ether yielded the title compound, white solid, m.p. 214° C. and MS: m/e=403.4 (M+H+).